From a dataset of the Open Reaction Database (ORD), a public repository of structured organic reaction records. describe an organic reaction: reactants, conditions, products, and yield The reactants are CC(C)N1CCC(CC1)C(=O)OCC (ethyl 1-(1-methylethyl)piperidin-4-carboxylate), O.NN (hydrazine hydrate). Solvent: C(C)O (ethanol). The product is CC(C)N1CCC(CC1)C(=O)NN (1-(Propan-2-yl)piperidine-4-carbohydrazide). Reaction SMILES: [CH3:1][CH:2]([N:4]1[CH2:9][CH2:8][CH:7]([C:10]([O:12]CC)=O)[CH2:6][CH2:5]1)[CH3:3].O.[NH2:16][NH2:17]>C(O)C>[CH3:1][CH:2]([N:4]1[CH2:9][CH2:8][CH:7]([C:10]([NH:16][NH2:17])=[O:12])[CH2:6][CH2:5]1)[CH3:3] |f:1.2|. Reported procedure: 3.60 g (18.1 mmol) of ethyl 1-(1-methylethyl)piperidin-4-carboxylate and 1.00 g (19.9 mmol) of hydrazine hydrate were initially charged in 15 ml of ethanol and stirred at reflux for 16 h. The reaction mixture was cooled to RT and concentrated, and the residue was lyophilized. The crude product was triturated with diethyl ether (25 ml), filtered off and dried. This gave 1.91 g (57% of theory) of the product. Starting materials: NC1=CC=C(CC2N([C@H](CC2)[C@@H](C2=CC=CC=C2)O[Si](C)(C)C(C)(C)C)C(=O)OC(C)(C)C)C=C1 (tert-butyl(5R)-2-(4-aminobenzyl)-5-[(R)-{[tert-butyl(dimethyl)silyl]oxy}(phenyl)methyl]pyrrolidine-1-carboxylate), NC=1SC=C(N1)CC(=O)O ((2-amino-1,3-thiazol-4-yl)acetic acid), solution, C1=CC2=C(N=C1)N(N=N2)O (HOAt), C(CCl)Cl (EDC), CCN(C(C)C)C(C)C (DIEA). Solvent: CN(C)C=O (DMF), CN(C)C=O (DMF). Run at time 16 hour. Yields the product NC=1SC=C(N1)CC(=O)NC1=CC=C(CC2N([C@H](CC2)[C@@H](C2=CC=CC=C2)O[Si](C)(C)C(C)(C)C)C(=O)OC(C)(C)C)C=C1 (Tert-butyl (5R)-2-(4-{[(2-amino-1,3-thiazol-4-yl)acetyl]amino}benzyl)-5-[(R)-{[tert-butyl(dimethyl)silyl]oxy}(phenyl)methyl]pyrrolidine-1-carboxylate). Isolated yield 80.9%. As a reaction SMILES: [NH2:1][C:2]1[CH:35]=[CH:34][C:5]([CH2:6][CH:7]2[CH2:11][CH2:10][C@H:9]([C@H:12]([O:19][Si:20]([C:23]([CH3:26])([CH3:25])[CH3:24])([CH3:22])[CH3:21])[C:13]3[CH:18]=[CH:17][CH:16]=[CH:15][CH:14]=3)[N:8]2[C:27]([O:29][C:30]([CH3:33])([CH3:32])[CH3:31])=[O:28])=[CH:4][CH:3]=1.[NH2:36][C:37]1[S:38][CH:39]=[C:40]([CH2:42][C:43](O)=[O:44])[N:41]=1.C1C=NC2N(O)N=NC=2C=1.C(Cl)CCl.CCN(C(C)C)C(C)C>CN(C=O)C>[NH2:36][C:37]1[S:38][CH:39]=[C:40]([CH2:42][C:43]([NH:1][C:2]2[CH:3]=[CH:4][C:5]([CH2:6][CH:7]3[CH2:11][CH2:10][C@H:9]([C@H:12]([O:19][Si:20]([C:23]([CH3:26])([CH3:25])[CH3:24])([CH3:22])[CH3:21])[C:13]4[CH:18]=[CH:17][CH:16]=[CH:15][CH:14]=4)[N:8]3[C:27]([O:29][C:30]([CH3:33])([CH3:32])[CH3:31])=[O:28])=[CH:34][CH:35]=2)=[O:44])[N:41]=1. Procedure: To a solution of 10 mg (5:1 mixture cis/trans, 0.02 mmol) of tert-butyl(5R)-2-(4-aminobenzyl)-5-[(R)-{[tert-butyl(dimethyl)silyl]oxy}(phenyl)methyl]pyrrolidine-1-carboxylate (i-3) and (2-amino-1,3-thiazol-4-yl)acetic acid (3.18 mg, 0.02 mmol) in 0.5 mL anhydrous DMF was added a 0.5 M solution of HOAt in DMF (0.04 mL, 0.02 mmol) followed by EDC (5.8 mg, 0.03 mmol) and DIEA (3.5 μL, 0.02 mmol). The resulting mixture was stirred at room temperature under nitrogen atmosphere for 16 h. The mixture wa... The reactants are CO, COC(=O)c1ccc(NC(c2cc(C)c(-n3cc(C(F)(F)F)cn3)c(C)c2)C2CCCC2)nc1, [Na+], C1CCOC1, [OH-]. Yields the product Cc1cc(C(Nc2ccc(C(=O)O)cn2)C2CCCC2)cc(C)c1-n1cc(C(F)(F)F)cn1. As a reaction SMILES: [CH3:42][OH:43].[CH:1]1([CH:6]([c:7]2[cH:8][c:9]([CH3:23])[c:10](-[n:14]3[n:15][cH:16][c:17]([C:19]([F:20])([F:21])[F:22])[cH:18]3)[c:11]([CH3:13])[cH:12]2)[NH:24][c:25]2[n:26][cH:27][c:28]([C:29](=[O:30])[O:31][CH3:32])[cH:33][cH:34]2)[CH2:2][CH2:3][CH2:4][CH2:5]1.[Na+:36].[O:37]1[CH2:38][CH2:39][CH2:40][CH2:41]1.[OH-:35]>>[CH:1]1([CH:6]([c:7]2[cH:8][c:9]([CH3:23])[c:10](-[n:14]3[n:15][cH:16][c:17]([C:19]([F:20])([F:21])[F:22])[cH:18]3)[c:11]([CH3:13])[cH:12]2)[NH:24][c:25]2[n:26][cH:27][c:28]([C:29](=[O:30])[OH:31])[cH:33][cH:34]2)[CH2:2][CH2:3][CH2:4][CH2:5]1. Reactants: C(C)N(CCC(=O)C1=CC=C(C=C1)[N+](=O)[O-])CC (3-(diethylamino)-4′-nitro-propiophenone). Reagents/catalysts: [Pd] (Pd/C). The solvent is C(C)(=O)O (acetic acid), C(C)(=O)O (acetic acid). Reaction conditions: time 20 hour. The product is C(C)N(CC)CCCC1=CC=C(C=C1)[N+](=O)[O-] (N,N-diethyl-3-(p-nitrophenyl)-propylamine). RXN SMILES: [CH2:1]([N:3]([CH2:17][CH3:18])[CH2:4][CH2:5][C:6]([C:8]1[CH:13]=[CH:12][C:11]([N+:14]([O-:16])=[O:15])=[CH:10][CH:9]=1)=O)[CH3:2]>C(O)(=O)C.[Pd]>[CH2:1]([N:3]([CH2:4][CH2:5][CH2:6][C:8]1[CH:9]=[CH:10][C:11]([N+:14]([O-:16])=[O:15])=[CH:12][CH:13]=1)[CH2:17][CH3:18])[CH3:2]. Procedure: A slurry of 5% Pd/C (2.5 g) in glacial acetic acid (30 mL) was added to a solution of 3-(diethylamino)-4′-nitro-propiophenone (14.33 g, 50 mmol) in glacial acetic acid (150 mL). The mixture was shaken on a Parr shaker under hydrogen pressure for about 20 hours. The catalyst was filtered, and the solvent was evaporated to dryness. The resulting amber liquid was dissolved in ether and washed twice with 2N NaOH (150 mL). The ether layer was dried and evaporated to give N,N-diethyl-3-(p-nitrophenyl)... RXN SMILES: [CH2:1]([O:3][C:4]([C:6]1[S:10][C:9]2[CH:11]=[C:12]([CH2:15][OH:16])[CH:13]=[CH:14][C:8]=2[CH:7]=1)=[O:5])C.C1CCN2C(=NCCC2)CC1>CO>[CH3:1][O:3][C:4]([C:6]1[S:10][C:9]2[CH:11]=[C:12]([CH2:15][OH:16])[CH:13]=[CH:14][C:8]=2[CH:7]=1)=[O:5]. Solvent: CO (MeOH). Run at time 2 day. Product: COC(=O)C1=CC2=C(S1)C=C(C=C2)CO (6-hydroxymethyl-benzo[b]thiophene-2-carboxylic acid methyl ester). Starting materials: C(C)OC(=O)C1=CC2=C(S1)C=C(C=C2)CO (6-hydroxymethyl-benzo[b]thiophene-2-carboxylic acid ethyl ester), C1CCC2=NCCCN2CC1 (DBU). Procedure details: A solution of 6-hydroxymethyl-benzo[b]thiophene-2-carboxylic acid ethyl ester (9.45 g, 40.0 mmol) and DBU (6.00 mL, 40.1 mmol) in anhydrous MeOH (200 mL) was allowed to stir for 2 d. After concentration, the residue was dissolved in EtOAc (800 mL) and washed with 1N HCl, water, saturated NaHCO3 and brine. The organic layer was dried, filtered and the filtrate was concentrated and dried to give 6-hydroxymethyl-benzo[b]thiophene-2-carboxylic acid methyl ester as off white solid. 1H NMR (CDCl3, 200...